From a dataset of the Open Reaction Database (ORD), a public repository of structured organic reaction records. describe an organic reaction: reactants, conditions, products, and yield Starting materials: NCC(O)C1=CC(=CC=C1)F (2-amino-1-(3-fluorophenyl)ethanol), C(#N)[BH3-].[Na+] (sodium cyanoborohydride), O=C(COC1=CC=C(C=C1)CC(=O)OC)C (methyl 4-(2-oxopropoxy)phenylacetate), C1=CC=CC=C1 (benzene). Run in CO (methanol). Yields the product COC(=O)CC1=CC=C(OCC(C)NCC(O)C2=CC(=CC=C2)F)C=C1 (2-[2-(4-Methoxycarbonylmethylphenoxy)-1-methylethyl]amino-1-(3-fluorophenyl)ethanol). Isolated yield 25.3%. As a reaction SMILES: [NH2:1][CH2:2][CH:3]([C:5]1[CH:10]=[CH:9][CH:8]=[C:7]([F:11])[CH:6]=1)[OH:4].O=[C:13]([CH3:27])[CH2:14][O:15][C:16]1[CH:21]=[CH:20][C:19]([CH2:22][C:23]([O:25][CH3:26])=[O:24])=[CH:18][CH:17]=1.C1C=CC=CC=1.C([BH3-])#N.[Na+]>CO>[CH3:26][O:25][C:23]([CH2:22][C:19]1[CH:18]=[CH:17][C:16]([O:15][CH2:14][CH:13]([NH:1][CH2:2][CH:3]([C:5]2[CH:10]=[CH:9][CH:8]=[C:7]([F:11])[CH:6]=2)[OH:4])[CH3:27])=[CH:21][CH:20]=1)=[O:24] |f:3.4|. Procedure: Following a procedure similar to that described in Example 6, but using 2 g of 2-amino-1-(3-fluorophenyl)ethanol (prepared as described in Preparation 13), 3.44 g of methyl 4-(2-oxopropoxy)phenylacetate (prepared as described in Preparation 3), 60 ml of benzene, 60 ml of absolute methanol and 3.6 g of sodium cyanoborohydride, 1.18 g of the title compound were obtained as crystals, melting at 52° C. Run at temperature 20 celsius, time 20 hour. Isolated yield 94.4%. Run in ClCCl (dichloromethane), CO (methanol), [BH4-].[K+] (potassium borohydride). Product: OC1N(C(C2=CC=CC=C12)=O)CC1CC1 (3-hydroxy-2-cyclopropylmethyl-2,3-dihydroisoindol-1-one). Reactants: C1(CC1)CN1C(C=2C(C1=O)=CC=CC2)=O (N-cyclopropylmethylphthalimide). As a reaction SMILES: [CH:1]1([CH2:4][N:5]2[C:9](=[O:10])[C:8]3=[CH:11][CH:12]=[CH:13][CH:14]=[C:7]3[C:6]2=[O:15])[CH2:3][CH2:2]1>CO.[BH4-].[K+].ClCCl>[OH:10][CH:9]1[C:8]2[C:7](=[CH:14][CH:13]=[CH:12][CH:11]=2)[C:6](=[O:15])[N:5]1[CH2:4][CH:1]1[CH2:2][CH2:3]1 |f:2.3|. Reported procedure: 3-Hydroxy-2-cyclopropylmethyl-2,3-dihydroisoindol-1-one is prepared as described in Example 1, starting with 4.3 g of N-cyclopropylmethylphthalimide in 40 cm3 of methanol and 1.2 g of potassium borohydride. The reaction mixture is stirred at a temperature in the region of 20° C. for 20 hours and is then cooled to a temperature in the region of 0° C. and distilled water is added dropwise. The precipitate obtained is filtered off and the solid obtained is then taken up in dichloromethane and conce...